Dataset: the Open Reaction Database (ORD), a public repository of structured organic reaction records. Task: describe an organic reaction: reactants, conditions, products, and yield Starting materials: Cc1csc2c(NNC(C)(C)C)nc(Cl)nc12, O=C([O-])O, CCOC(C)=O, C=CCN, CCCCCC, [Na+]. The product is C=CCNc1nc(NNC(C)(C)C)c2scc(C)c2n1. Reaction SMILES: [C:1]([CH3:2])([CH3:3])([CH3:4])[NH:5][NH:6][c:7]1[c:8]2[c:9]([n:10][c:11]([Cl:13])[n:12]1)[c:14]([CH3:17])[cH:15][s:16]2.[C:22](=[O:23])([O-:24])[OH:25].[C:33]([O:34][CH2:35][CH3:36])(=[O:37])[CH3:38].[CH2:18]([CH:19]=[CH2:20])[NH2:21].[CH3:27][CH2:28][CH2:29][CH2:30][CH2:31][CH3:32].[Na+:26]>>[C:1]([CH3:2])([CH3:3])([CH3:4])[NH:5][NH:6][c:7]1[c:8]2[c:9]([n:10][c:11]([NH:21][CH2:18][CH:19]=[CH2:20])[n:12]1)[c:14]([CH3:17])[cH:15][s:16]2. Reactants: COC(CS(=O)(=O)CCCOS(=O)(=O)C)COCCC(CCCC(CCCC(CCCC(C)C)C)C)C (3-mesyloxypropyl 2-methoxy-3-(3,7,11,15-tetramethylhexadecyloxy)propyl sulfone), CN(C)C (trimethylamine). Run in C1(=CC=CC=C1)C (toluene). Reaction conditions: time 3 day. Yields the product S(C)(=O)(=O)[O-].COC(CS(=O)(=O)CCC[N+](C)(C)C)COCCC(CCCC(CCCC(CCCC(C)C)C)C)C (3-[(2-Methoxy-3-(3,7,11,15-tetramethylhexadecyloxy)propyl)sulfonyl]propyltrimethylammonium mesylate). As a reaction SMILES: [CH3:1][O:2][CH:3]([CH2:16][O:17][CH2:18][CH2:19][CH:20]([CH3:37])[CH2:21][CH2:22][CH2:23][CH:24]([CH3:36])[CH2:25][CH2:26][CH2:27][CH:28]([CH3:35])[CH2:29][CH2:30][CH2:31][CH:32]([CH3:34])[CH3:33])[CH2:4][S:5]([CH2:8][CH2:9][CH2:10][O:11][S:12]([CH3:15])(=[O:14])=[O:13])(=[O:7])=[O:6].[CH3:38][N:39]([CH3:41])[CH3:40]>C1(C)C=CC=CC=1>[S:12]([O-:14])(=[O:13])(=[O:11])[CH3:15].[CH3:1][O:2][CH:3]([CH2:16][O:17][CH2:18][CH2:19][CH:20]([CH3:37])[CH2:21][CH2:22][CH2:23][CH:24]([CH3:36])[CH2:25][CH2:26][CH2:27][CH:28]([CH3:35])[CH2:29][CH2:30][CH2:31][CH:32]([CH3:34])[CH3:33])[CH2:4][S:5]([CH2:8][CH2:9][CH2:10][N+:39]([CH3:41])([CH3:40])[CH3:38])(=[O:7])=[O:6] |f:3.4|. Reported procedure: In 20 ml of toluene containing 4 g of trimethylamine is dissolved 3.1 g of 3-mesyloxypropyl 2-methoxy-3-(3,7,11,15-tetramethylhexadecyloxy)propyl sulfone, and the mixture is stirred at room temperature for 3 days. The reaction mixture is concentrated under reduced pressures to leave a residue which in turn is purified by silica gel column chromatography to yield 2.49 g of the captioned compound. Reactants: CN(C)C=O, Cc1ccc(S(=O)(=O)[O-])c(CCc2ccc3c(c2)CCC(C)(C)O3)c1, [H-], [Na+], O, CN(C)C(=O)Nc1cccc(O)c1. Product: CN(C)C(=O)Nc1cccc(OCCc2ccc3c(c2)CCC(C)(C)O3)c1. RXN SMILES: [CH3:14][N:15]([CH3:16])[CH:17]=[O:18].[CH3:21][C:22]1([CH3:45])[O:23][c:24]2[c:25]([cH:28][c:29]([CH2:32][CH2:33][c:34]3[cH:35][c:36]([CH3:37])[cH:38][cH:39][c:40]3[S:41]([O-:42])(=[O:43])=[O:44])[cH:30][cH:31]2)[CH2:26][CH2:27]1.[H-:19].[Na+:20].[OH2:46].[OH:1][c:2]1[cH:3][c:4]([NH:8][C:9](=[O:10])[N:11]([CH3:12])[CH3:13])[cH:5][cH:6][cH:7]1>>[O:1]([c:2]1[cH:3][c:4]([NH:8][C:9](=[O:10])[N:11]([CH3:12])[CH3:13])[cH:5][cH:6][cH:7]1)[CH2:33][CH2:32][c:29]1[cH:28][c:25]2[c:24]([cH:31][cH:30]1)[O:23][C:22]([CH3:21])([CH3:45])[CH2:27][CH2:26]2.